describe an organic reaction: reactants, conditions, products, and yield From a dataset of the Open Reaction Database (ORD), a public repository of structured organic reaction records. The yield is 71.6%. Reported procedure: Prepared from (3-amino-2′-fluoro-biphenyl-4-yl)-carbamic acid tert.-butyl ester (Example G37) (302 mg, 1.0 mmol) and 3-(5-cyano-2-fluoro-phenyl)-3-oxo-propionic acid ethyl ester (Example H18) (362 mg, 1.5 mmol) according to the general procedure K. Obtained as a yellow-brown solid (352 mg). As a reaction SMILES: [C:1]([O:5][C:6](=[O:22])[NH:7][C:8]1[CH:13]=[CH:12][C:11]([C:14]2[CH:19]=[CH:18][CH:17]=[CH:16][C:15]=2[F:20])=[CH:10][C:9]=1[NH2:21])([CH3:4])([CH3:3])[CH3:2].C([O:25][C:26](=O)[CH2:27][C:28]([C:30]1[CH:35]=[C:34]([C:36]#[N:37])[CH:33]=[CH:32][C:31]=1[F:38])=[O:29])C>>[C:1]([O:5][C:6](=[O:22])[NH:7][C:8]1[CH:13]=[CH:12][C:11]([C:14]2[CH:19]=[CH:18][CH:17]=[CH:16][C:15]=2[F:20])=[CH:10][C:9]=1[NH:21][C:26](=[O:25])[CH2:27][C:28]([C:30]1[CH:35]=[C:34]([C:36]#[N:37])[CH:33]=[CH:32][C:31]=1[F:38])=[O:29])([CH3:4])([CH3:2])[CH3:3]. The product is C(C)(C)(C)OC(NC1=C(C=C(C=C1)C1=C(C=CC=C1)F)NC(CC(=O)C1=C(C=CC(=C1)C#N)F)=O)=O ({3-[3-(5-Cyano-2-fluoro-phenyl)-3-oxo-propionylamino]-2′-fluoro-biphenyl-4-yl}-carbamic acid tert.-butyl ester). The reactants are C(C)(C)(C)OC(NC1=C(C=C(C=C1)C1=C(C=CC=C1)F)N)=O ((3-amino-2′-fluoro-biphenyl-4-yl)-carbamic acid tert.-butyl ester), C(C)OC(CC(=O)C1=C(C=CC(=C1)C#N)F)=O (3-(5-cyano-2-fluoro-phenyl)-3-oxo-propionic acid ethyl ester). Starting materials: COC(=O)C=1N(C(C2=CC=CC=C2C1C1=CC(=C(C(=C1)OC)OC)OC)=O)C1=CC=C(C=C1)C(=O)OC (3-methoxycarbonyl-2-(4-methoxycarbonylphenyl)-4-(3,4,5-trimethoxyphenyl)1(2H)-isoquinolinone), CO (methanol), [OH-].[Na+] (sodium hydroxide), O (water), [OH-].[Na+] (sodium hydroxide). Procedure: To the compound obtained in Example 20 (1.51 g) are added methanol (150 ml) and 1M aqueous sodium hydroxide solution (3 ml), and the mixture is stirred at 60° C. overnight. To the reaction solution is further added 1M aqueous sodium hydroxide solution (1.5 ml) which is divided to two portions, and the mixture is refluxed for 12 hours. The reaction mixture is allowed to stand for cooling, and thereto are added water and ethyl acetate. The aqueous layer is separated, and acidified with hydrochlori... Yields the product C(=O)(O)C1=CC=C(C=C1)N1C(C2=CC=CC=C2C(=C1C(=O)OC)C1=CC(=C(C(=C1)OC)OC)OC)=O (2-(4-carboxyphenyl)-3-methoxycarbonyl-4-(3,4,5-trimethoxyphenyl)-1(2H)-isoquinolinone). Solvent: C(C)(=O)OCC (ethyl acetate). Conditions: temperature 60 celsius, time 8 hour. Reaction SMILES: [CH3:1][O:2][C:3]([C:5]1[N:6]([C:28]2[CH:33]=[CH:32][C:31]([C:34]([O:36]C)=[O:35])=[CH:30][CH:29]=2)[C:7](=[O:27])[C:8]2[C:13]([C:14]=1[C:15]1[CH:20]=[C:19]([O:21][CH3:22])[C:18]([O:23][CH3:24])=[C:17]([O:25][CH3:26])[CH:16]=1)=[CH:12][CH:11]=[CH:10][CH:9]=2)=[O:4].CO.[OH-].[Na+].O>C(OCC)(=O)C>[C:34]([C:31]1[CH:32]=[CH:33][C:28]([N:6]2[C:5]([C:3]([O:2][CH3:1])=[O:4])=[C:14]([C:15]3[CH:16]=[C:17]([O:25][CH3:26])[C:18]([O:23][CH3:24])=[C:19]([O:21][CH3:22])[CH:20]=3)[C:13]3[C:8](=[CH:9][CH:10]=[CH:11][CH:12]=3)[C:7]2=[O:27])=[CH:29][CH:30]=1)([OH:36])=[O:35] |f:2.3|. Isolated yield 16.7%. Reactants: [Br-], C[Mg+], CCOCC, CC1C(c2cc(C(F)(F)F)cc(C(F)(F)F)c2)OC(=O)N1Cc1cc(C(F)(F)F)ccc1-c1nc(C=O)cs1. Yields the product CC(O)c1csc(-c2ccc(C(F)(F)F)cc2CN2C(=O)OC(c3cc(C(F)(F)F)cc(C(F)(F)F)c3)C2C)n1. Reaction SMILES: [Br-:40].[CH3:41][Mg+:42].[CH3:43][CH2:44][O:45][CH2:46][CH3:47].[F:1][C:2]([c:3]1[cH:4][c:5]([CH:13]2[CH:14]([CH3:37])[N:15]([CH2:19][c:20]3[c:21](-[c:30]4[s:31][cH:32][c:33]([CH:35]=[O:36])[n:34]4)[cH:22][cH:23][c:24]([C:26]([F:27])([F:28])[F:29])[cH:25]3)[C:16](=[O:18])[O:17]2)[cH:6][c:7]([C:9]([F:10])([F:11])[F:12])[cH:8]1)([F:38])[F:39]>>[F:1][C:2]([c:3]1[cH:4][c:5]([CH:13]2[CH:14]([CH3:37])[N:15]([CH2:19][c:20]3[c:21](-[c:30]4[s:31][cH:32][c:33]([CH:35]([OH:36])[CH3:41])[n:34]4)[cH:22][cH:23][c:24]([C:26]([F:27])([F:28])[F:29])[cH:25]3)[C:16](=[O:18])[O:17]2)[cH:6][c:7]([C:9]([F:10])([F:11])[F:12])[cH:8]1)([F:38])[F:39]. Starting materials: CCOC(=O)CC1=CCCCC1=O, CS(C)=O, C[S+](C)(C)=O, [I-], O. Product: CCOC(=O)CC12CC1CCCC2=O. As a reaction SMILES: [CH2:7]([CH3:8])[O:9][C:10]([CH2:11][C:12]1=[CH:13][CH2:14][CH2:15][CH2:16][C:17]1=[O:18])=[O:19].[CH3:21][S:22]([CH3:23])=[O:24].[CH3:2][S+:3]([CH3:4])([CH3:5])=[O:6].[I-:1].[OH2:20]>>[CH2:2]1[C:12]2([CH2:11][C:10]([O:9][CH2:7][CH3:8])=[O:19])[CH:13]1[CH2:14][CH2:15][CH2:16][C:17]2=[O:18]. Starting materials: NC1=C(C2=C(S1)C=C(C=C2)OC)C(=O)OCC (ethyl 2-amino-6-methoxybenzo[b]thiophene-3-carboxylate), FC1=C(C=CC=C1)[N+](=O)[O-] (2-fluoronitrobenzene). Solvent: CS(=O)C (dimethyl sulfoxide). Product: COC=1C=CC2=C(SC(=C2C(=O)OCC)NC2=C(C=CC=C2)[N+](=O)[O-])C1 (ethyl 6-methoxy-2-(2-nitroanilino)benzo[b]thiophene-3-carboxylate). RXN SMILES: [NH2:1][C:2]1[S:6][C:5]2[CH:7]=[C:8]([O:11][CH3:12])[CH:9]=[CH:10][C:4]=2[C:3]=1[C:13]([O:15][CH2:16][CH3:17])=[O:14].F[C:19]1[CH:24]=[CH:23][CH:22]=[CH:21][C:20]=1[N+:25]([O-:27])=[O:26]>CS(C)=O>[CH3:12][O:11][C:8]1[CH:9]=[CH:10][C:4]2[C:3]([C:13]([O:15][CH2:16][CH3:17])=[O:14])=[C:2]([NH:1][C:19]3[CH:24]=[CH:23][CH:22]=[CH:21][C:20]=3[N+:25]([O-:27])=[O:26])[S:6][C:5]=2[CH:7]=1. Reported procedure: In the same manner as in Starting Material Synthesis Example 4 and using ethyl 2-amino-6-methoxybenzo[b]thiophene-3-carboxylate, 2-fluoronitrobenzene and dimethyl sulfoxide, ethyl 6-methoxy-2-(2-nitroanilino)benzo[b]thiophene-3-carboxylate is obtained. The reactants are ClC=1N=C(C(=C2C1NC=C2C)C)C2=C(C=CC=C2CC)CC (7-Chloro-5-(2,6-diethyl-phenyl)-3,4-dimethyl-1H-pyrrolo[2,3-c]pyridine), [OH-].[Na+] (NaOH). The reagents and catalysts are [Pd] (Pd on carbon). Solvent: CO (MeOH). Yields the product C(C)C1=C(C(=CC=C1)CC)C=1C(=C2C(=CN1)NC=C2C)C (5-(2,6-Diethyl-phenyl)-3,4-dimethyl-1H-pyrrolo[2,3-c]pyridine). Reaction SMILES: Cl[C:2]1[N:3]=[C:4]([C:13]2[C:18]([CH2:19][CH3:20])=[CH:17][CH:16]=[CH:15][C:14]=2[CH2:21][CH3:22])[C:5]([CH3:12])=[C:6]2[C:10]([CH3:11])=[CH:9][NH:8][C:7]=12.[OH-].[Na+]>CO.[Pd]>[CH2:21]([C:14]1[CH:15]=[CH:16][CH:17]=[C:18]([CH2:19][CH3:20])[C:13]=1[C:4]1[C:5]([CH3:12])=[C:6]2[C:10]([CH3:11])=[CH:9][NH:8][C:7]2=[CH:2][N:3]=1)[CH3:22] |f:1.2|. Procedure: The titled compound is prepared from 7-chloro-5-(2,6-diethyl-phenyl)-3,4-dimethyl-1H-pyrrolo[2,3-c]pyridine (Example 7) by catalytic hydrogenation (10% Pd on carbon in MeOH with addition of 15% of 10 M NaOH) at 50 psi. 1H NMR: (CDCl3) 10.2 (1H, br), 8.85 (1H, s), 7.3 (1H, t, J=7.8 Hz), 7.20 (2H, d, J=7.8 Hz), 6.7 (1H, s), 2.50 (3H, s), 2.36 (3H, s), 2.29 (4H, q, J=7.0 Hz), 1.04 (6H, t, J=7.0 Hz). The reactants are FC1=NC=C(C=C1)[N+](=O)[O-] (2-fluoro-5-nitropyridine), N1N=CN=C1 (1H-1,2,4-triazole), C(=O)([O-])[O-].[K+].[K+] (K2CO3). Reaction conditions: temperature 25 celsius, time 16 hour. Yields the product [N+](=O)([O-])C=1C=CC(=NC1)N1N=CN=C1 (5-nitro-2-(1H-1,2,4-triazol-1-yl)pyridine). RXN SMILES: F[C:2]1[CH:7]=[CH:6][C:5]([N+:8]([O-:10])=[O:9])=[CH:4][N:3]=1.[NH:11]1[CH:15]=[N:14][CH:13]=[N:12]1.C([O-])([O-])=O.[K+].[K+]>>[N+:8]([C:5]1[CH:6]=[CH:7][C:2]([N:11]2[CH:15]=[N:14][CH:13]=[N:12]2)=[N:3][CH:4]=1)([O-:10])=[O:9] |f:2.3.4|. Procedure: 2-fluoro-5-nitropyridine (30 g, 18.9 mmol) was added to a stirred solution of 1H-1,2,4-triazole (1.566 g, 22.7 mmol) and K2CO3 (5.14 g, 37.8 mmol) and stirred for 16 hrs at 25° C. Reaction mass was diluted with ice cold water and stirred for 15 min. The solid obtained was filtered and dried under vacuum to afford the desired product. MS (ESI): m/z 192 (M+H). Reactants: C(C)(C)(C)OC(=O)NC1[C@@H]2N(C(=C(CS2=O)\C=C\Cl)C(=O)OC(C2=CC=CC=C2)C2=CC=CC=C2)C1=O (benzhydryl 7-t-butoxycarbonylamino-3-[(E)-2-chlorovinyl]-3-cephem-4-carboxylate-1-oxide), P(Cl)(Cl)Cl (phosphorus trichloride), ice water. Run in CN(C=O)C (N,N-dimethylformamide). Run at time 30 minute. Product: C(C)(C)(C)OC(=O)NC1[C@@H]2N(C(=C(CS2)\C=C\Cl)C(=O)OC(C2=CC=CC=C2)C2=CC=CC=C2)C1=O (benzhydryl 7-t-butoxycarbonylamino-3-[(E)-2-chlorovinyl]-3-cephem-4-carboxylate). Yield: 88.9%. As a reaction SMILES: [C:1]([O:5][C:6]([NH:8][CH:9]1[C:36](=[O:37])[N:11]2[C:12]([C:20]([O:22][CH:23]([C:30]3[CH:35]=[CH:34][CH:33]=[CH:32][CH:31]=3)[C:24]3[CH:29]=[CH:28][CH:27]=[CH:26][CH:25]=3)=[O:21])=[C:13](/[CH:17]=[CH:18]/[Cl:19])[CH2:14][S:15](=O)[C@H:10]12)=[O:7])([CH3:4])([CH3:3])[CH3:2].P(Cl)(Cl)Cl>CN(C)C=O>[C:1]([O:5][C:6]([NH:8][CH:9]1[C:36](=[O:37])[N:11]2[C:12]([C:20]([O:22][CH:23]([C:24]3[CH:29]=[CH:28][CH:27]=[CH:26][CH:25]=3)[C:30]3[CH:35]=[CH:34][CH:33]=[CH:32][CH:31]=3)=[O:21])=[C:13](/[CH:17]=[CH:18]/[Cl:19])[CH2:14][S:15][C@H:10]12)=[O:7])([CH3:4])([CH3:2])[CH3:3]. Reported procedure: To a solution of benzhydryl 7-t-butoxycarbonylamino-3-[(E)-2-chlorovinyl]-3-cephem-4-carboxylate-1-oxide (7.3 g) in N,N-dimethylformamide (35 ml) was added phosphorus trichloride (1.76 ml) at -40° C. After stirring at the same temperature for 30 minutes, the mixture was poured into ice-water. The resulting precipitate was collected by filtration and dried to give benzhydryl 7-t-butoxycarbonylamino-3-[(E)-2-chlorovinyl]-3-cephem-4-carboxylate (6.3 g).